The task is: describe an organic reaction: reactants, conditions, products, and yield. This data is from the Open Reaction Database (ORD), a public repository of structured organic reaction records. Reactants: CCO, ClCc1c(Cl)cccc1Cl, [Na], [O-][n+]1ccccc1S. Yields the product [O-][n+]1ccccc1SCc1c(Cl)cccc1Cl. As a reaction SMILES: [CH3:20][CH2:21][OH:22].[Cl:10][c:11]1[c:12]([CH2:13][Cl:14])[c:15]([Cl:19])[cH:16][cH:17][cH:18]1.[Na:9].[SH:1][c:2]1[n+:3]([O-:8])[cH:4][cH:5][cH:6][cH:7]1>>[S:1]([c:2]1[n+:3]([O-:8])[cH:4][cH:5][cH:6][cH:7]1)[CH2:13][c:12]1[c:11]([Cl:10])[cH:18][cH:17][cH:16][c:15]1[Cl:19].